This data is from the Open Reaction Database (ORD), a public repository of structured organic reaction records. The task is: describe an organic reaction: reactants, conditions, products, and yield The reactants are CC(C)(C)OC(=O)N1CC2CNCC21, O=S(=O)(c1cccc(F)c1)c1cnc2c(I)cccc2c1. The product is CC(C)(C)OC(=O)N1CC2CN(c3cccc4cc(S(=O)(=O)c5cccc(F)c5)cnc34)CC21. As a reaction SMILES: [CH:22]12[CH2:23][NH:24][CH2:25][CH:26]1[N:27]([C:29](=[O:30])[O:31][C:32]([CH3:33])([CH3:34])[CH3:35])[CH2:28]2.[F:1][c:2]1[cH:3][c:4]([S:8](=[O:9])(=[O:10])[c:11]2[cH:12][n:13][c:14]3[c:15]([I:21])[cH:16][cH:17][cH:18][c:19]3[cH:20]2)[cH:5][cH:6][cH:7]1>>[F:1][c:2]1[cH:3][c:4]([S:8](=[O:9])(=[O:10])[c:11]2[cH:12][n:13][c:14]3[c:15]([N:24]4[CH2:23][CH:22]5[CH:26]([CH2:25]4)[N:27]([C:29](=[O:30])[O:31][C:32]([CH3:33])([CH3:34])[CH3:35])[CH2:28]5)[cH:16][cH:17][cH:18][c:19]3[cH:20]2)[cH:5][cH:6][cH:7]1. Procedure: 28.6 g (0.27 moles) butyryl chloride is added, while stirring, to a mixture containing 50.9 g (0.225 moles) anthraline in 1575 ml benzene and 27.5 ml pyridine. The reaction mixture is cooked using a return condenser for 10 hours while stirring. The solution is filtered and the filrate is evaporated dry under a lowered pressure. The residue is crystallized out from acetic acid. Yield 17.0 g (25.5% of the theoretical). The solvent is C1=CC=CC=C1 (benzene), N1=CC=CC=C1 (pyridine). The product is OC1=CC=CC=2C(C3=CC=CC(=C3C(C12)=O)O)C(CCC)=O (1,8-dihydroxy-10-butyryl-9-anthrone). The reactants are C=1C=C2C(=C(C1)O)C(=O)C3=C(C=CC=C3O)C2 (anthraline), C(CCC)(=O)Cl (butyryl chloride). RXN SMILES: [C:1](Cl)(=[O:5])[CH2:2][CH2:3][CH3:4].[CH:7]1[CH:8]=[C:9]2[CH2:23][C:17]3[CH:18]=[CH:19][CH:20]=[C:21]([OH:22])[C:16]=3[C:14](=[O:15])[C:10]2=[C:11]([OH:13])[CH:12]=1>C1C=CC=CC=1.N1C=CC=CC=1>[OH:22][C:21]1[C:16]2[C:14](=[O:15])[C:10]3[C:9](=[CH:8][CH:7]=[CH:12][C:11]=3[OH:13])[CH:23]([C:1](=[O:5])[CH2:2][CH2:3][CH3:4])[C:17]=2[CH:18]=[CH:19][CH:20]=1.